This data is from the Open Reaction Database (ORD), a public repository of structured organic reaction records. The task is: describe an organic reaction: reactants, conditions, products, and yield Reactants: CN1N=CC(=C1)C1=CC(=C2C(=N1)N(N=N2)CC=2C=C1C=CC=NC1=CC2)O (5-(1-Methyl-1H-pyrazol-4-yl)-3-(quinolin-6-ylmethyl)-3H-[1,2,3]triazolo[4,5-b]pyridin-7-ol), O=P(Cl)(Cl)Cl (POCl3), C(=O)(O)[O-].[Na+] (NaHCO3). Run at temperature 110 celsius, time 1 hour. Product: ClC1=C2C(=NC(=C1)C=1C=NN(C1)C)N(N=N2)CC=2C=C1C=CC=NC1=CC2 (6-((7-Chloro-5-(1-methyl-1H-pyrazol-4-yl)-3H-[1,2,3]triazolo[4,5-b]pyridin-3-yl)methyl)quinoline). As a reaction SMILES: [CH3:1][N:2]1[CH:6]=[C:5]([C:7]2[N:12]=[C:11]3[N:13]([CH2:16][C:17]4[CH:18]=[C:19]5[C:24](=[CH:25][CH:26]=4)[N:23]=[CH:22][CH:21]=[CH:20]5)[N:14]=[N:15][C:10]3=[C:9](O)[CH:8]=2)[CH:4]=[N:3]1.C([O-])(O)=O.[Na+].O=P(Cl)(Cl)[Cl:35]>>[Cl:35][C:9]1[CH:8]=[C:7]([C:5]2[CH:4]=[N:3][N:2]([CH3:1])[CH:6]=2)[N:12]=[C:11]2[N:13]([CH2:16][C:17]3[CH:18]=[C:19]4[C:24](=[CH:25][CH:26]=3)[N:23]=[CH:22][CH:21]=[CH:20]4)[N:14]=[N:15][C:10]=12 |f:1.2|. Reported procedure: 5-(1-Methyl-1H-pyrazol-4-yl)-3-(quinolin-6-ylmethyl)-3H-[1,2,3]triazolo[4,5-b]pyridin-7-ol (120 mg, 0.336 mmol) was dissolved in POCl3 (2 ml). The reaction mixture was stirred at 110° C. for 1 h. After cooled to 0° C., the mixture was basified with aqueous NaHCO3 to pH=7, and extracted with EtOAc. The organic layer was separated, dried over anhydrous Na2SO4, concentrated, and purified by chromatography to afford the title compound (25 mg). MS: 376 (M+1)+. Reactants: CC=1N=NSC1C=O (4-methyl-1,2,3-thiadiazole-5-carbaldehyde), C(#N)CC(=O)OCC (ethyl cyanoacetate), N1CCCC1 (pyrrolidine), S(=O)(=O)(O)C1=CC=C(C)C=C1 (tosylic acid), [Cl-].[Na+] (sodium chloride). Run in C1(=CC=CC=C1)C (toluene). Run at time 2 hour. Product: C(#N)C(C(=O)OCC)=CC1=C(N=NS1)C (ethyl 2-cyano-3-(4-methyl-1,2,3-thiadiazol-5-yl)-2-propenate). The yield is 27.2%. As a reaction SMILES: [CH3:1][C:2]1[N:3]=[N:4][S:5][C:6]=1[CH:7]=O.[C:9]([CH2:11][C:12]([O:14][CH2:15][CH3:16])=[O:13])#[N:10].N1CCCC1.S(C1C=CC(C)=CC=1)(O)(=O)=O.[Cl-].[Na+]>C1(C)C=CC=CC=1>[C:9]([C:11](=[CH:7][C:6]1[S:5][N:4]=[N:3][C:2]=1[CH3:1])[C:12]([O:14][CH2:15][CH3:16])=[O:13])#[N:10] |f:4.5|. Reported procedure: To 50 ml of toluene were added 1.5 g (12 mmol) of 4-methyl-1,2,3-thiadiazole-5-carbaldehyde, 1.5 g (13 mmol) of ethyl cyanoacetate, 0.40 g (6.0 mmol) of pyrrolidine and 0.20 g (1.2 mmol) of tosylic acid. In a reactor equipped with a Dean-Stark dehydrating apparatus, the mixture obtained above was stirred for 2 hours with heating under reflux. After the reaction was completed, a saturated aqueous solution of sodium chloride was added to the reaction mixture, the objective product was extracted wi...